From a dataset of the Open Reaction Database (ORD), a public repository of structured organic reaction records. describe an organic reaction: reactants, conditions, products, and yield The reactants are CC(C)(C)N=C=O, Cc1cccc(C)c1NC(=N)N, CCCCCCC, Cc1ccccc1C. Yields the product Cc1cccc(C)c1NC(=N)NC(=O)NC(C)(C)C. As a reaction SMILES: [C:21]([CH3:22])([CH3:23])([CH3:24])[N:25]=[C:26]=[O:27].[CH3:1][c:2]1[c:3]([NH:9][C:10](=[NH:11])[NH2:12])[c:4]([CH3:8])[cH:5][cH:6][cH:7]1.[CH3:28][CH2:29][CH2:30][CH2:31][CH2:32][CH2:33][CH3:34].[c:13]1([CH3:14])[c:15]([CH3:16])[cH:17][cH:18][cH:19][cH:20]1>>[CH3:1][c:2]1[c:3]([NH:9][C:10](=[NH:11])[NH:12][C:26]([NH:25][C:21]([CH3:22])([CH3:23])[CH3:24])=[O:27])[c:4]([CH3:8])[cH:5][cH:6][cH:7]1. Reactants: ClC=1C=CC2=C(CN3C(C(O2)C2CCN(CC2)C)=CC=C3)C1 (7-chloro-11-[(1-methyl)piperidin-4-yl]5H,11H-pyrrolo[2,1-c][1,4]benzoxazepine), ClN1C(CCC1=O)=O (N-chlorosuccinimide). Run in O1CCCC1 (tetrahydrofuran). The product is ClC1=CC=C2C(OC3=C(CN21)C=C(C=C3)Cl)C3CCN(CC3)C (3,7-Dichloro-11-[(1-methyl)piperidin-4-yl]-5H,11H-pyrrolo[2,1-c][1,4]benzoxazepine). RXN SMILES: [Cl:1][C:2]1[CH:3]=[CH:4][C:5]2[O:11][CH:10]([CH:12]3[CH2:17][CH2:16][N:15]([CH3:18])[CH2:14][CH2:13]3)[C:9]3=[CH:19][CH:20]=[CH:21][N:8]3[CH2:7][C:6]=2[CH:22]=1.[Cl:23]N1C(=O)CCC1=O>O1CCCC1>[Cl:23][C:21]1[N:8]2[C:9]([CH:10]([CH:12]3[CH2:17][CH2:16][N:15]([CH3:18])[CH2:14][CH2:13]3)[O:11][C:5]3[CH:4]=[CH:3][C:2]([Cl:1])=[CH:22][C:6]=3[CH2:7]2)=[CH:19][CH:20]=1. Procedure: A solution of 7-chloro-11-[(1-methyl)piperidin-4-yl]5H,11H-pyrrolo[2,1-c][1,4]benzoxazepine (4.0 g; 0.013 mole) and N-chlorosuccinimide (2.0 g; 0.015) mole in 150 ml of tetrahydrofuran was heated at reflux for 4.5 hours. Reactants: C1CCOC1, [Li]CCCC, CN(C)C=O, CCCCCC, Clc1nc(N2CCOCC2)c2ncn(C3CCCCO3)c2n1. Product: O=Cc1nc2c(N3CCOCC3)nc(Cl)nc2n1C1CCCCO1. As a reaction SMILES: [CH2:23]1[CH2:25][CH2:24][CH2:26][O:27]1.[CH2:28]([Li:29])[CH2:30][CH2:31][CH3:32].[CH3:33][N:34]([CH3:35])[CH:36]=[O:37].[CH3:38][CH2:39][CH2:40][CH2:41][CH2:42][CH3:43].[Cl:1][c:2]1[n:3][c:4]([N:17]2[CH2:18][CH2:19][O:20][CH2:21][CH2:22]2)[c:5]2[n:6][cH:7][n:8]([CH:11]3[O:12][CH2:13][CH2:14][CH2:15][CH2:16]3)[c:9]2[n:10]1>>[Cl:1][c:2]1[n:3][c:4]([N:17]2[CH2:18][CH2:19][O:20][CH2:21][CH2:22]2)[c:5]2[n:6][c:7]([CH:26]=[O:27])[n:8]([CH:11]3[O:12][CH2:13][CH2:14][CH2:15][CH2:16]3)[c:9]2[n:10]1. The reactants are CCC(NC(=O)OC(C)(C)C)C(=O)N(C)OC, CCCC(NC(=O)OC(C)(C)C)C(=O)c1ccccc1. The product is CCC(NC(=O)OC(C)(C)C)C(=O)c1ccccc1. Reaction SMILES: [CH3:21][O:22][N:23]([CH3:24])[C:25](=[O:26])[CH:27]([NH:28][C:29](=[O:30])[O:31][C:32]([CH3:33])([CH3:34])[CH3:35])[CH2:36][CH3:37].[O:1]=[C:2]([CH:3]([CH2:4][CH2:5][CH3:6])[NH:7][C:8]([O:9][C:10]([CH3:11])([CH3:12])[CH3:13])=[O:14])[c:15]1[cH:16][cH:17][cH:18][cH:19][cH:20]1>>[O:1]=[C:2]([CH:3]([CH2:4][CH3:5])[NH:7][C:8]([O:9][C:10]([CH3:11])([CH3:12])[CH3:13])=[O:14])[c:15]1[cH:16][cH:17][cH:18][cH:19][cH:20]1. Starting materials: [C-]#N.[Na+] (sodium cyanide), cuprous iodide, C1(CCCC1)O (cyclopentanol), BrC=1SC=CC1 (2-Bromothiophene), [H-].[Na+] (sodium hydride). Solvent: O (water), O1CCOCC1 (dioxane). Run at temperature 80 celsius, time 20 minute. Product: C1(CCCC1)OC=1SC=CC1 (2-cyclopentyloxythiophene). The yield is 25.3%. As a reaction SMILES: [CH:1]1([OH:6])[CH2:5][CH2:4][CH2:3][CH2:2]1.[H-].[Na+].Br[C:10]1[S:11][CH:12]=[CH:13][CH:14]=1.[C-]#N.[Na+]>O.O1CCOCC1>[CH:1]1([O:6][C:10]2[S:11][CH:12]=[CH:13][CH:14]=2)[CH2:5][CH2:4][CH2:3][CH2:2]1 |f:1.2,4.5|. Procedure details: To a mixture of cyclopentanol (51.1 ml, 0.56 mol) and dioxane (50 mL) was added sodium hydride (60% in mineral oil, 4.91 g, 0.12 mol) at 0-5° C. under argon. The mixture was heated at 80° C. until an homogenous solution was observed. 2-Bromothiophene (10 g, 5.9 mL, 0.061 mol) was added at 80° C., followed by cuprous iodide (11.7 9, 0.061 mol). The mixture was heated at 120° C. for 6 hours. After cooling to 20-25° C., sodium cyanide (30 g, 0.61 mol) in water (200 mL) was added. The mixture was vi... The reactants are O1C(=CC=C1)C(=O)OC (Methyl furoate), O1C(=CC=C1)C(=O)OC (methyl furoate). The reagents and catalysts are [Pd] (Pd/C). Solvent: CO (MeOH). Conditions: time 48 hour. Yields the product O1C(CCC1)C(=O)OC (Methyl tetrahydrofuroate). The yield is 91.8%. As a reaction SMILES: [O:1]1[CH:5]=[CH:4][CH:3]=[C:2]1[C:6]([O:8][CH3:9])=[O:7]>CO.[Pd]>[O:1]1[CH2:5][CH2:4][CH2:3][CH:2]1[C:6]([O:8][CH3:9])=[O:7]. Procedure: Methyl furoate (75 g, 0.595 mole) was dissolved in MeOH (150 ml), and poured into a Parr bottle. Air was replaced with argon, and then 10% Pd/C (2.5 g) was added. The atmosphere was replaced with H2 and methyl furoate was hydrogenated at 40 psi for 48 hours. The reaction was filtered through celite pad, and the pad was washed with ether. The filtrate and the wash were combined and distilled to give the title compound (71 g, 0.546 mole, 59° C./5.1 mmHg, 92%) as a colorless liquid. Reactants: C[Si](C#CC=C1CCNCC1)(C)C (4-(3-Trimethylsilylprop-2-ynylidene)piperidine), IC=1C=C(C=CC1)F (3-iodofluorobenzene), O.[F-].C(CCC)[N+](CCCC)(CCCC)CCCC (tetrabutylammonium fluoride monohydrate), COC1=CC=NC(=C1C#N)N1CCC(CC1)=CC#C[Si](C)(C)C (4-Methoxy-2-(4-(3-(trimethylsilyl)prop-2-ynylidene)piperidin-1-yl)nicotinonitrile), BrC1=CC(=CC(=C1)F)F (1-bromo-3,5-difluorobenzene). Yields the product FC=1C=C(C=CC1)C#CC=C1CCN(CC1)C1=C(C#N)C(=CC=N1)OC (2-{4-[3-(3-Fluorophenyl)prop-2-ynylidene]piperidin-1-yl}-4-methoxynicotinonitrile). The yield is 20.4%. As a reaction SMILES: C[Si](C)(C)C#CC=C1CCNCC1.[CH3:14][O:15][C:16]1[C:21]([C:22]#[N:23])=[C:20]([N:24]2[CH2:29][CH2:28][C:27](=[CH:30][C:31]#[C:32][Si](C)(C)C)[CH2:26][CH2:25]2)[N:19]=[CH:18][CH:17]=1.Br[C:38]1[CH:43]=[C:42]([F:44])[CH:41]=[C:40](F)[CH:39]=1.IC1C=C(F)C=CC=1.O.[F-].C([N+](CCCC)(CCCC)CCCC)CCC>>[F:44][C:42]1[CH:41]=[C:40]([C:32]#[C:31][CH:30]=[C:27]2[CH2:28][CH2:29][N:24]([C:20]3[N:19]=[CH:18][CH:17]=[C:16]([O:15][CH3:14])[C:21]=3[C:22]#[N:23])[CH2:25][CH2:26]2)[CH:39]=[CH:38][CH:43]=1 |f:4.5.6|. Procedure details: The title compound was prepared in the same way as the Compound of Example 274 but replacing Compound 274c with Compound 294a and 1-bromo-3,5-difluorobenzene with 3-iodofluorobenzene and adding 1 molar equivalent of tetrabutylammonium fluoride monohydrate to the starting reaction mixture. Purification by automated flash chromatography (Horizon™-Biotage) PE-EtOAc 100:30, then by CHCl3 followed by a final purification by preparative RP LC-MS chromatography, using MS-C18 XTerra column 30×50 mm elut...